Task: describe an organic reaction: reactants, conditions, products, and yield. Dataset: the Open Reaction Database (ORD), a public repository of structured organic reaction records As a reaction SMILES: [C:1](=[O:2])([O-:3])[O-:4].[CH3:21][O:22][S:23]([O:24][CH3:25])(=[O:26])=[O:27].[CH3:28][C:29](=[O:30])[CH3:31].[K+:5].[K+:6].[OH:7][N:8]=[C:9]([C:10](=[O:11])[O:12][CH2:13][CH3:14])[c:15]1[n:16][c:17]([CH3:20])[s:18][cH:19]1>>[CH3:1][O:7][N:8]=[C:9]([C:10](=[O:11])[O:12][CH2:13][CH3:14])[c:15]1[n:16][c:17]([CH3:20])[s:18][cH:19]1. The reactants are O=C([O-])[O-], COS(=O)(=O)OC, CC(C)=O, [K+], [K+], CCOC(=O)C(=NO)c1csc(C)n1. The product is CCOC(=O)C(=NOC)c1csc(C)n1.